Dataset: the Open Reaction Database (ORD), a public repository of structured organic reaction records. Task: describe an organic reaction: reactants, conditions, products, and yield Reactants: [S-2].[Na+].[Na+] (sodium sulphide), IC(C)C (2-Iodopropane), NC=1C(=C(C(=O)OC)C(=CC1)SC#N)C (methyl 3-amino-2-methyl-6-thiocyanatobenzoate), resultant mixture. The solvent is O (water), C(C)O (ethanol). Conditions: temperature 5 celsius, time 2 hour. The product is NC=1C(=C(C(=O)OC)C(=CC1)SC(C)C)C (methyl 3-amino-2-methyl-6-(1-methylethylsulphenyl)benzoate). The yield is 75.3%. Reaction SMILES: [NH2:1][C:2]1[C:3]([CH3:15])=[C:4]([C:9](SC#N)=[CH:10][CH:11]=1)[C:5]([O:7][CH3:8])=[O:6].[S-2:16].[Na+].[Na+].I[CH:20]([CH3:22])[CH3:21]>C(O)C.O>[NH2:1][C:2]1[C:3]([CH3:15])=[C:4]([C:9]([S:16][CH:20]([CH3:22])[CH3:21])=[CH:10][CH:11]=1)[C:5]([O:7][CH3:8])=[O:6] |f:1.2.3|. Reported procedure: A suspension of methyl 3-amino-2-methyl-6-thiocyanatobenzoate (22.2 g) in ethanol was added to a solution of sodium sulphide (26.6 g) in water. The resultant mixture was stirred at room temperature for 1 hour and then cooled to 5° C. 2-Iodopropane (19.36 g) was added and the mixture was allowed to warm to room temperature and stirred for 2 hours. It was evaporated to dryness and the residue was suspended in aqueous sodium chloride solution and extracted with dichloromethane. The organic layer wa... The reactants are O (water), [H-].[Na+] (sodium hydride), COC=1C=C2C(=CNC2=CC1OC)C1=CC=2C(=NC=CC2)N1S(=O)(=O)C1=CC=C(C=C1)C (2-[5,6-dimethoxy-1H-indol-3-yl]-1-(toluene-4-sulfonyl)-1H-pyrrolo[2,3-b]pyridine), COCCBr (bromoethyl methyl ether). Solvent: C(C)(=O)OCC (ethyl acetate), CN(C=O)C (dimethylformamide). Run at time 16 hour. Yields the product COC=1C=C2C(=CN(C2=CC1OC)CCOC)C1=CC=2C(=NC=CC2)N1S(=O)(=O)C1=CC=C(C=C1)C (2-[5,6-dimethoxy-1-(2-methoxyethyl)-1H-indol-3-yl]-1-(toluene-4-sulfonyl)-1H-pyrrolo[2,3-b]pyridine). RXN SMILES: [H-].[Na+].[CH3:3][O:4][C:5]1[CH:6]=[C:7]2[C:11](=[CH:12][C:13]=1[O:14][CH3:15])[NH:10][CH:9]=[C:8]2[C:16]1[N:24]([S:25]([C:28]2[CH:33]=[CH:32][C:31]([CH3:34])=[CH:30][CH:29]=2)(=[O:27])=[O:26])[C:19]2=[N:20][CH:21]=[CH:22][CH:23]=[C:18]2[CH:17]=1.[CH3:35][O:36][CH2:37][CH2:38]Br.O>CN(C)C=O.C(OCC)(=O)C>[CH3:3][O:4][C:5]1[CH:6]=[C:7]2[C:11](=[CH:12][C:13]=1[O:14][CH3:15])[N:10]([CH2:38][CH2:37][O:36][CH3:35])[CH:9]=[C:8]2[C:16]1[N:24]([S:25]([C:28]2[CH:29]=[CH:30][C:31]([CH3:34])=[CH:32][CH:33]=2)(=[O:27])=[O:26])[C:19]2=[N:20][CH:21]=[CH:22][CH:23]=[C:18]2[CH:17]=1 |f:0.1|. Reported procedure: 0.01 g of sodium hydride (60%) is added to a solution of 0.1 g of 2-[5,6-dimethoxy-1H-indol-3-yl]-1-(toluene-4-sulfonyl)-1H-pyrrolo[2,3-b]pyridine in 2.5 ml of anhydrous dimethylformamide, under an inert argon atmosphere at a temperature in the region of 20° C. Agitation is maintained at this temperature for 30 minutes. 0.023 ml of bromoethyl methyl ether is added. The reaction medium is agitated at the same temperature for 16 hours. 3 ml of water and 3 ml of ethyl acetate are added. After separ... Reaction SMILES: [CH:1]1[C:14]2[C:5](=[N:6][C:7]([O:15][C@H:16]3[CH2:20][NH:19][C@H:18]([C:21]([NH:23][C@:24]4([C:29]([O:31][CH2:32][CH3:33])=[O:30])[CH2:26][C@H:25]4[CH:27]=[CH2:28])=[O:22])[CH2:17]3)=[C:8]3[C:13]=2[CH:12]=[CH:11][CH:10]=[CH:9]3)[CH:4]=[CH:3][CH:2]=1.[CH3:34][C:35]1[N:36]=[CH:37][C:38]([C:41]([NH:43][C@@H:44]([CH2:48][CH2:49][CH2:50][CH2:51][CH2:52][CH:53]=[CH2:54])[C:45](O)=[O:46])=[O:42])=[N:39][CH:40]=1.ON1C(=O)C2C(C3CC2C=C3)C1=O.Cl.CN(C)CCCN=C=NCC.CN(C)CCN>CN(C=O)C>[CH3:34][C:35]1[N:36]=[CH:37][C:38]([C:41]([NH:43][C@@H:44]([CH2:48][CH2:49][CH2:50][CH2:51][CH2:52][CH:53]=[CH2:54])[C:45]([N:19]2[CH2:20][C@H:16]([O:15][C:7]3[N:6]=[C:5]4[C:14](=[C:13]5[C:8]=3[CH:9]=[CH:10][CH:11]=[CH:12]5)[CH:1]=[CH:2][CH:3]=[CH:4]4)[CH2:17][C@H:18]2[C:21]([NH:23][C@:24]2([C:29]([O:31][CH2:32][CH3:33])=[O:30])[CH2:26][C@H:25]2[CH:27]=[CH2:28])=[O:22])=[O:46])=[O:42])=[N:39][CH:40]=1 |f:3.4|. Product: CC=1N=CC(=NC1)C(=O)N[C@H](C(=O)N1[C@@H](C[C@H](C1)OC=1N=C2C=CC=CC2=C2C=CC=CC12)C(=O)N[C@]1([C@@H](C1)C=C)C(=O)OCC)CCCCCC=C ((1R,2S)-ethyl 1-((2S,4R)-1-((S)-2-(5-methylpyrazine-2-carboxamido)non-8-enoyl)-4-(phenanthridin-6-yloxy)pyrrolidine-2-carboxamido)-2-vinylcyclopropanecarboxylate). Starting materials: C1=CC=CC2=NC(=C3C=CC=CC3=C12)O[C@@H]1C[C@H](NC1)C(=O)N[C@]1([C@@H](C1)C=C)C(=O)OCC ((1R,2S)-ethyl 1-((2S,4R)-4-(phenanthridin-6-yloxy)pyrrolidine-2-carboxamido)-2-vinylcyclopropanecarboxylate), CC=1N=CC(=NC1)C(=O)N[C@H](C(=O)O)CCCCCC=C ((S)-2-(5-methylpyrazine-2-carboxamido)non-8-enoic acid), ON1C(=O)C2C3C=CC(C2C1=O)C3 (N-hydroxy-5-norbornene-2,3-dicarboximide), Cl.CN(CCCN=C=NCC)C (N-(3-dimethylaminopropyl)-N′-ethylcarbodiimide hydrochloride), CN(CCN)C (N,N-dimethylethylene diamine). The solvent is CN(C)C=O (DMF). Procedure details: (1R,2S)-ethyl 1-((2S,4R)-4-(phenanthridin-6-yloxy)pyrrolidine-2-carboxamido)-2-vinylcyclopropanecarboxylate, the title compound of Example 49a, N-hydroxy-5-norbornene-2,3-dicarboximide, and N-(3-dimethylaminopropyl)-N′-ethylcarbodiimide hydrochloride can be mixed and stirred in DMF, followed by addition of N,N-dimethylethylene diamine. The reaction produces (1R,2S)-ethyl 1-((2S,4R)-1-((S)-2-(5-methylpyrazine-2-carboxamido)non-8-enoyl)-4-(phenanthridin-6-yloxy)pyrrolidine-2-carboxamido)-2-vinylcy... Starting materials: ClC1=C(C#N)C=CC(=C1)F (2-chloro-4-fluorobenzonitrile), N[C@@H](CCC)C(=O)O (L-norvaline), C([O-])([O-])=O.[Cs+].[Cs+] (cesium carbonate), C(C)(=O)OCC (ethyl acetate). Run in CS(=O)C (dimethyl sulfoxide). Conditions: temperature 90 celsius, time 8 hour. Product: ClC=1C=C(C=CC1C#N)N[C@@H](CCC)C(=O)O (N-(3-chloro-4-cyanophenyl)norvaline). Yield: 100.0%. Reaction SMILES: [Cl:1][C:2]1[CH:9]=[C:8](F)[CH:7]=[CH:6][C:3]=1[C:4]#[N:5].[NH2:11][C@H:12]([C:16]([OH:18])=[O:17])[CH2:13][CH2:14][CH3:15].C(=O)([O-])[O-].[Cs+].[Cs+].C(OCC)(=O)C>CS(C)=O>[Cl:1][C:2]1[CH:9]=[C:8]([NH:11][C@H:12]([C:16]([OH:18])=[O:17])[CH2:13][CH2:14][CH3:15])[CH:7]=[CH:6][C:3]=1[C:4]#[N:5] |f:2.3.4|. Procedure: To a solution of 2-chloro-4-fluorobenzonitrile (5.0 g) in dimethyl sulfoxide (80 mL) were added L-norvaline (4.52 g) and cesium carbonate (13.6 g), and the mixture was stirred at 90° C. overnight. After allowing to room temperature, ethyl acetate was added, and the mixture was extracted twice with saturated aqueous sodium hydrogen carbonate solution. The aqueous layers were combined, and acidified with citric acid, and the mixture was extracted twice with ethyl acetate. The organic layers were c... RXN SMILES: [C:1]([O:2][C:3](=[O:4])[N:8]1[CH:9]([CH:14]([CH:15]([CH2:16][c:17]2[cH:18][c:19]([F:24])[cH:20][c:21]([F:23])[cH:22]2)[NH:25][C:26]([CH3:27])=[O:28])[OH:29])[CH2:10][CH2:11][CH2:12][CH2:13]1)([CH3:5])([CH3:6])[CH3:7].[ClH:30]>>[NH:8]1[CH:9]([CH:14]([CH:15]([CH2:16][c:17]2[cH:18][c:19]([F:24])[cH:20][c:21]([F:23])[cH:22]2)[NH:25][C:26]([CH3:27])=[O:28])[OH:29])[CH2:10][CH2:11][CH2:12][CH2:13]1. Reactants: CC(=O)NC(Cc1cc(F)cc(F)c1)C(O)C1CCCCN1C(=O)OC(C)(C)C, Cl. The product is CC(=O)NC(Cc1cc(F)cc(F)c1)C(O)C1CCCCN1.